Dataset: the Open Reaction Database (ORD), a public repository of structured organic reaction records. Task: describe an organic reaction: reactants, conditions, products, and yield Starting materials: N1CC(CCC1)CC(=O)OCC (ethyl 3-piperidinylacetate), C(C)OC(CC1=NC=CC=C1)=O (ethyl-2-pyridylacetate). The product is N1(CCCCC1)CC(=O)OCC (Ethyl 2-Piperidinylacetate). Reaction SMILES: [NH:1]1[CH2:6][CH2:5][CH2:4][CH:3](CC(OCC)=O)[CH2:2]1.[CH2:13]([O:15][C:16](=[O:24])[CH2:17]C1C=CC=CN=1)[CH3:14]>>[N:1]1([CH2:17][C:16]([O:15][CH2:13][CH3:14])=[O:24])[CH2:2][CH2:3][CH2:4][CH2:5][CH2:6]1. Procedure: The reaction was run in the same manner as ethyl 3-piperidinylacetate, starting with commercially available ethyl-2-pyridylacetate (4.00 g; 24.5 mmol). This gave ethyl 2-piperidinylacetate (2.41 g) as a light yellow oil without further purification. MS m/z (positive ion) 172 (MH+; 100). Reactants: CN(/C=C/C(=O)C1=NN(C=CC1=O)C1=CC(=CC=C1)C(F)(F)F)C (3-((E)-3-Dimethylamino-acryloyl)-1-(3-trifluoromethyl-phenyl)-1H-pyridazin-4-one), FC1=C(C=C(C=C1)F)NN (2,5-difluorophenylhydrazine). Product: FC1=C(C=C(C=C1)F)N1N=CC=C1C1=NN(C=CC1=O)C1=CC(=CC=C1)C(F)(F)F (3-[2-(2,5-Difluoro-phenyl)-2H-pyrazol-3-yl]-1-(3-trifluoromethyl-phenyl)-1H-pyridazin-4-one). Yield: 32.0%. Reaction SMILES: C[N:2](C)/[CH:3]=[CH:4]/[C:5]([C:7]1[C:12](=[O:13])[CH:11]=[CH:10][N:9]([C:14]2[CH:19]=[CH:18][CH:17]=[C:16]([C:20]([F:23])([F:22])[F:21])[CH:15]=2)[N:8]=1)=O.[F:25][C:26]1[CH:31]=[CH:30][C:29]([F:32])=[CH:28][C:27]=1[NH:33]N>>[F:25][C:26]1[CH:31]=[CH:30][C:29]([F:32])=[CH:28][C:27]=1[N:33]1[C:5]([C:7]2[C:12](=[O:13])[CH:11]=[CH:10][N:9]([C:14]3[CH:19]=[CH:18][CH:17]=[C:16]([C:20]([F:23])([F:22])[F:21])[CH:15]=3)[N:8]=2)=[CH:4][CH:3]=[N:2]1. Reported procedure: The product was obtained starting from 3-((E)-3-Dimethylamino-acryloyl)-1-(3-trifluoromethyl-phenyl)-1H-pyridazin-4-one (A-3) and 2,5-difluorophenylhydrazine according to the method described for Example 1 in 32% yield. MS: M=419.1 (M+H)+ The reactants are O=C1CCC(=O)N1Br, COCCc1cc(OCOC)cc(OCOC)c1, CN(C)C=O, O. Yields the product COCCc1cc(OCOC)cc(OCOC)c1Br. Reaction SMILES: [Br:19][N:20]1[C:21](=[O:22])[CH2:23][CH2:24][C:25]1=[O:26].[CH3:1][O:2][CH2:3][O:4][c:5]1[cH:6][c:7]([O:15][CH2:16][O:17][CH3:18])[cH:8][c:9]([CH2:11][CH2:12][O:13][CH3:14])[cH:10]1.[CH3:28][N:29]([CH3:30])[CH:31]=[O:32].[OH2:27]>>[CH3:1][O:2][CH2:3][O:4][c:5]1[cH:6][c:7]([O:15][CH2:16][O:17][CH3:18])[c:8]([Br:19])[c:9]([CH2:11][CH2:12][O:13][CH3:14])[cH:10]1. Reactants: [Cl-].[Na+] (sodium chloride), NC1[C@@H]2N(C(=C(CS2)S\C=C/C=2C=NC=CC2)C(=O)OC(C2=CC=CC=C2)C2=CC=CC=C2)C1=O (benzhydryl 7-amino-3-[(Z)-2-(3-pyridyl)vinylthio]-3-cephem-4-carboxylate), C[Si](C)(C)NC(=O)N[Si](C)(C)C (bis(trimethylsilyl)urea), CS(=O)(=O)OC(C(=NOCC(=O)O)C1=NSC(=N1)N)=O (2-(5-amino-1,2,4-thiadiazol-3yl)-2-carboxymethoxyiminoacetic methanesulfonic anhydride). Run in O1CCCC1 (tetrahydrofuran), C(C)(=O)OCC (ethyl acetate). Conditions: temperature 0 celsius, time 2 day. Yields the product NC1=NC(=NS1)C(C(=O)NC1[C@@H]2N(C(=C(CS2)S\C=C/C=2C=NC=CC2)C(=O)OC(C2=CC=CC=C2)C2=CC=CC=C2)C1=O)=NOCC(=O)O (benzhydryl 7-[2-(5-amino-1,2,4-thiadiazol-3yl)-2-carboxymethoxyiminoacetamido]-3-[(Z)-2-(3-pyridyl)vinylthio]-3-cephem-4-carboxylate). Yield: 59.8%. RXN SMILES: [NH2:1][CH:2]1[C:34](=[O:35])[N:4]2[C:5]([C:18]([O:20][CH:21]([C:28]3[CH:33]=[CH:32][CH:31]=[CH:30][CH:29]=3)[C:22]3[CH:27]=[CH:26][CH:25]=[CH:24][CH:23]=3)=[O:19])=[C:6]([S:9]/[CH:10]=[CH:11]\[C:12]3[CH:13]=[N:14][CH:15]=[CH:16][CH:17]=3)[CH2:7][S:8][C@H:3]12.C[Si](NC(N[Si](C)(C)C)=O)(C)C.CS([O:52][C:53](=O)[C:54]([C:61]1[N:65]=[C:64]([NH2:66])[S:63][N:62]=1)=[N:55][O:56][CH2:57][C:58]([OH:60])=[O:59])(=O)=O.[Cl-].[Na+]>O1CCCC1.C(OCC)(=O)C>[NH2:66][C:64]1[S:63][N:62]=[C:61]([C:54](=[N:55][O:56][CH2:57][C:58]([OH:60])=[O:59])[C:53]([NH:1][CH:2]2[C:34](=[O:35])[N:4]3[C:5]([C:18]([O:20][CH:21]([C:28]4[CH:33]=[CH:32][CH:31]=[CH:30][CH:29]=4)[C:22]4[CH:27]=[CH:26][CH:25]=[CH:24][CH:23]=4)=[O:19])=[C:6]([S:9]/[CH:10]=[CH:11]\[C:12]4[CH:13]=[N:14][CH:15]=[CH:16][CH:17]=4)[CH2:7][S:8][C@H:3]23)=[O:52])[N:65]=1 |f:3.4|. Procedure details: To a solution of benzhydryl 7-amino-3-[(Z)-2-(3-pyridyl)vinylthio]-3-cephem-4-carboxylate (3 g) and bis(trimethylsilyl)urea (3.70 g) in tetrahydrofuran (45 ml) was added 2-(5-amino-1,2,4-thiadiazol-3yl)-2-carboxymethoxyiminoacetic methanesulfonic anhydride (syn isomer) (1.45 g) at -30° C. The mixture was stirred at -20~-10° C. for 1 hour, at 0° C. overnight and at ambient temperature for 2 days. The mixture was poured into a mixture of ethyl acetate and a saturated aqueous solution of sodium chl... Reactants: OC1=CC=C(C(=O)C2=C(OC3=C2C=CC=C3)C3=CC=C(C=C3)C)C=C1 (3-(4-hydroxybenzoyl)-2-(4-tolyl)benzofuran), C(C)N(CCCl)CC (2-diethylaminoethyl chloride). The product is C(C)N(CCOC1=CC=C(C(=O)C2=C(OC3=C2C=CC=C3)C3=CC=C(C=C3)C)C=C1)CC (3-[4-(2-Diethylaminoethoxy)benzoyl]-2-(4-tolyl)benzofuran). RXN SMILES: [OH:1][C:2]1[CH:25]=[CH:24][C:5]([C:6]([C:8]2[C:12]3[CH:13]=[CH:14][CH:15]=[CH:16][C:11]=3[O:10][C:9]=2[C:17]2[CH:22]=[CH:21][C:20]([CH3:23])=[CH:19][CH:18]=2)=[O:7])=[CH:4][CH:3]=1.[CH2:26]([N:28]([CH2:32][CH3:33])[CH2:29][CH2:30]Cl)[CH3:27]>>[CH2:26]([N:28]([CH2:32][CH3:33])[CH2:29][CH2:30][O:1][C:2]1[CH:3]=[CH:4][C:5]([C:6]([C:8]2[C:12]3[CH:13]=[CH:14][CH:15]=[CH:16][C:11]=3[O:10][C:9]=2[C:17]2[CH:18]=[CH:19][C:20]([CH3:23])=[CH:21][CH:22]=2)=[O:7])=[CH:24][CH:25]=1)[CH3:27]. Reported procedure: Reaction of 3-(4-hydroxybenzoyl)-2-(4-tolyl)benzofuran with 2-diethylaminoethyl chloride by the procedure of Example 1 gives the title compound.